This data is from the Open Reaction Database (ORD), a public repository of structured organic reaction records. The task is: describe an organic reaction: reactants, conditions, products, and yield Product: N1N=CC2=CC(=CC=C12)C=1C=C2C=CC(=CC2=CC1)NC(=O)C1=CSC=C1 (N-(6-(1H-indazol-5-yl)naphthalen-2-yl)thiophene-3-carboxamide). Procedure: 5-bromo-1H-indazole (21 mg, 0.087 mmol), N-(6-(4,4,5,5-tetramethyl-1,3,2-dioxaborolan-2-yl)naphthalen-2-yl)thiophene-3-carboxamide (50 mg, 0.13 mmol), Fibercat palladium catalyst (Johnson-Matthey, 2.5 mg), and K2CO3 (2 M in water, 0.25 ml, 0.5 mmol) were combined in a microwave reaction vessel and 1,4-dioxane (2 ml) was added. The reaction tube was sealed and heated in the microwave (CEM microwave) at 50 Watts and 80 C for 10 minutes. The reaction was then cooled to room temperature, and more Fi... Isolated yield 43.6%. As a reaction SMILES: Br[C:2]1[CH:3]=[C:4]2[C:8](=[CH:9][CH:10]=1)[NH:7][N:6]=[CH:5]2.CC1(C)C(C)(C)OB([C:19]2[CH:20]=[C:21]3[C:26](=[CH:27][CH:28]=2)[CH:25]=[C:24]([NH:29][C:30]([C:32]2[CH:36]=[CH:35][S:34][CH:33]=2)=[O:31])[CH:23]=[CH:22]3)O1.C([O-])([O-])=O.[K+].[K+].C([O-])([O-])=O.[Na+].[Na+]>[Pd].O.C(Cl)Cl.O1CCOCC1>[NH:7]1[C:8]2[C:4](=[CH:3][C:2]([C:19]3[CH:20]=[C:21]4[C:26](=[CH:27][CH:28]=3)[CH:25]=[C:24]([NH:29][C:30]([C:32]3[CH:36]=[CH:35][S:34][CH:33]=3)=[O:31])[CH:23]=[CH:22]4)=[CH:10][CH:9]=2)[CH:5]=[N:6]1 |f:2.3.4,5.6.7|. Starting materials: C(=O)([O-])[O-].[Na+].[Na+] (Na2CO3), BrC=1C=C2C=NNC2=CC1 (5-bromo-1H-indazole), CC1(OB(OC1(C)C)C=1C=C2C=CC(=CC2=CC1)NC(=O)C1=CSC=C1)C (N-(6-(4,4,5,5-tetramethyl-1,3,2-dioxaborolan-2-yl)naphthalen-2-yl)thiophene-3-carboxamide), C(=O)([O-])[O-].[K+].[K+] (K2CO3). Reagents/catalysts: [Pd] (palladium), [Pd] (palladium). Run in O (water), C(Cl)Cl (methylene chloride), O1CCOCC1 (1,4-dioxane). Reactants: CC(=O)O[BH-](OC(C)=O)OC(C)=O, Cc1ccc(S(=O)(=O)n2cc(C=O)cc2-c2ccccc2)cc1, ClCCl, [Na+], NC(c1ccccc1)c1ccccc1. The product is Cc1ccc(S(=O)(=O)n2cc(CNC(c3ccccc3)c3ccccc3)cc2-c2ccccc2)cc1. As a reaction SMILES: [C:38]([O:39][BH-:40]([O:41][C:42](=[O:43])[CH3:44])[O:45][C:46](=[O:47])[CH3:48])(=[O:49])[CH3:50].[CH3:1][c:2]1[cH:3][cH:4][c:5]([S:8](=[O:9])(=[O:10])[n:11]2[cH:12][c:13]([CH:22]=[O:23])[cH:14][c:15]2-[c:16]2[cH:17][cH:18][cH:19][cH:20][cH:21]2)[cH:6][cH:7]1.[Cl:52][CH2:53][Cl:54].[Na+:51].[c:24]1([CH:30]([c:31]2[cH:32][cH:33][cH:34][cH:35][cH:36]2)[NH2:37])[cH:25][cH:26][cH:27][cH:28][cH:29]1>>[CH3:1][c:2]1[cH:3][cH:4][c:5]([S:8](=[O:9])(=[O:10])[n:11]2[cH:12][c:13]([CH2:22][NH:37][CH:30]([c:24]3[cH:25][cH:26][cH:27][cH:28][cH:29]3)[c:31]3[cH:32][cH:33][cH:34][cH:35][cH:36]3)[cH:14][c:15]2-[c:16]2[cH:17][cH:18][cH:19][cH:20][cH:21]2)[cH:6][cH:7]1. Procedure details: To a solution of 5-(2-furyl)cyclohexane-1,3-dione (mp155-156° C.; 0.89 g) in DMF (18 ml) was added 60% sodium hydride (0.22 g), and the mixture was stirred, under argon atmosphere, at room temperature for 15 minutes. To the mixture was added chloroacetone (0.45 ml), and the mixture was stirred at 150° C. overnight (15 hours). The reaction solution was cooled and concentrated under reduced pressure. To the residue was added ice-water, and the mixture was extracted with ethyl acetate. The upper la... As a reaction SMILES: [O:1]1[CH:5]=[CH:4][CH:3]=[C:2]1[CH:6]1[CH2:11][C:10](=[O:12])[CH2:9][C:8](=[O:13])[CH2:7]1.[H-].[Na+].Cl[CH2:17][C:18](=O)[CH3:19]>CN(C=O)C>[O:1]1[CH:5]=[CH:4][CH:3]=[C:2]1[CH:6]1[CH2:11][C:10](=[O:12])[C:9]2[C:18]([CH3:19])=[CH:17][O:13][C:8]=2[CH2:7]1 |f:1.2|. Product: O1C(=CC=C1)C1CC2=C(C(=CO2)C)C(C1)=O (6-(2-furyl)-3-methyl-4,5,6,7-tetrahydrobenzofuran-4-one). The reactants are O1C(=CC=C1)C1CC(CC(C1)=O)=O (5-(2-furyl)cyclohexane-1,3-dione), [H-].[Na+] (sodium hydride), ClCC(C)=O (chloroacetone). Solvent: CN(C)C=O (DMF). Reaction conditions: time 15 minute.